Dataset: the Open Reaction Database (ORD), a public repository of structured organic reaction records. Task: describe an organic reaction: reactants, conditions, products, and yield Starting materials: Cl (HCl), OC1=C(C=CC=C1)C1CC(=NN1C(=O)C1=CC=C(S1)C1=C(CNC(OC(C)(C)C)=O)C=CC=C1)C1=NC=CN=C1 (tert-butyl [2-(5-{[5-(2-hydroxyphenyl)-3-pyrazin-2-yl-4,5-dihydro-1H-pyrazol-1-yl]carbonyl}-2-thienyl)benzyl]carbamate). Solvent: CO (MeOH). Product: NCC1=C(C=CC=C1)C1=CC=C(S1)C(=O)N1N=C(CC1C1=C(C=CC=C1)O)C1=NC=CN=C1 (2-[1-({5-[2-(aminomethyl)phenyl]-2-thienyl}carbonyl)-3-pyrazin-2-yl-4,5-dihydro-1H-pyrazol-5-yl]phenol). As a reaction SMILES: Cl.[OH:2][C:3]1[CH:8]=[CH:7][CH:6]=[CH:5][C:4]=1[CH:9]1[N:13]([C:14]([C:16]2[S:20][C:19]([C:21]3[CH:35]=[CH:34][CH:33]=[CH:32][C:22]=3[CH2:23][NH:24]C(=O)OC(C)(C)C)=[CH:18][CH:17]=2)=[O:15])[N:12]=[C:11]([C:36]2[CH:41]=[N:40][CH:39]=[CH:38][N:37]=2)[CH2:10]1>CO>[NH2:24][CH2:23][C:22]1[CH:32]=[CH:33][CH:34]=[CH:35][C:21]=1[C:19]1[S:20][C:16]([C:14]([N:13]2[CH:9]([C:4]3[CH:5]=[CH:6][CH:7]=[CH:8][C:3]=3[OH:2])[CH2:10][C:11]([C:36]3[CH:41]=[N:40][CH:39]=[CH:38][N:37]=3)=[N:12]2)=[O:15])=[CH:17][CH:18]=1. Procedure: HCl (0.16 mL, 5.4 mmol) was added to a solution of tert-butyl [2-(5-{[5-(2-hydroxyphenyl)-3-pyrazin-2-yl-4,5-dihydro-1H-pyrazol-1-yl]carbonyl}-2-thienyl)benzyl]carbamate (0.030 g, 0.054 mmol) in MeOH (1 mL) over the course of 3 h at rt. A white precipitate formed and was filtered and dried under vacuum to give 2-[1-({5-[2-(aminomethyl)phenyl]-2-thienyl}carbonyl)-3-pyrazin-2-yl-4,5-dihydro-1H-pyrazol-5-yl]phenol (I-205), (25 mg). LCMS: (FA) ES+ 456.1.